From a dataset of the Open Reaction Database (ORD), a public repository of structured organic reaction records. describe an organic reaction: reactants, conditions, products, and yield Starting materials: NN1CCCC1 (1-aminopyrrolidine), NN (hydrazine), C(CCC)(O)O (butane diol). Run in O1CCCC1 (tetrahydrofuran). Yields the product NN1CCCC1 (1-aminopyrrolidine), N1NCCC=C1 (tetrahydropyridazine). RXN SMILES: NN.C(O)(O)CCC.[NH2:9][N:10]1[CH2:14][CH2:13][CH2:12][CH2:11]1>O1CCCC1>[NH2:9][N:10]1[CH2:14][CH2:13][CH2:12][CH2:11]1.[NH:10]1[CH:14]=[CH:13][CH2:12][CH2:11][NH:9]1. Reported procedure: Thus, 1-aminopyrrolidine is synthesized from hydrazine hydrohalogenic acid salt and butane diol or tetrahydrofuran, and by oxidizing 1-aminopyrrolidine with an oxidizing agent to form tetrahydropyridazine, and next, the tetrahydropyridazine is hydrogenated by using a noble metal catalyst to produce with industrial and economical advantages hexahydropyridazine which is very useful as an intermediate for agricultural chemicals or medicines.